From a dataset of the Open Reaction Database (ORD), a public repository of structured organic reaction records. describe an organic reaction: reactants, conditions, products, and yield The reactants are C(#C)C=1C=NN2C1N=C(C=C2C(F)(F)F)C2=CC=C(C=C2)C(F)(F)F (3-ethynyl-7-trifluoromethyl-5-(4-trifluoromethyl-phenyl)-pyrazolo[1,5-a]pyrimidine), Cl.ClC1=CC=C(S1)S(=O)(=O)N1CCN(CC1)C (1-(5-Chloro-thiophene-2-sulfonyl)-4-methyl-piperazine hydrochloride). Product: CN1CCN(CC1)S(=O)(=O)C1=CC=C(S1)C#CC=1C=NN2C1N=C(C=C2C(F)(F)F)C2=CC=C(C=C2)C(F)(F)F (3-[5-(4-Methyl-piperazine-1-sulfonyl)-thiophen-2-ylethynyl]-7-trifluoromethyl-5-(4-trifluoromethyl-phenyl)-pyrazolo[1,5-a]pyrimidine), solid. Isolated yield 16.0%. As a reaction SMILES: [C:1]([C:3]1[CH:4]=[N:5][N:6]2[C:11]([C:12]([F:15])([F:14])[F:13])=[CH:10][C:9]([C:16]3[CH:21]=[CH:20][C:19]([C:22]([F:25])([F:24])[F:23])=[CH:18][CH:17]=3)=[N:8][C:7]=12)#[CH:2].Cl.Cl[C:28]1[S:32][C:31]([S:33]([N:36]2[CH2:41][CH2:40][N:39]([CH3:42])[CH2:38][CH2:37]2)(=[O:35])=[O:34])=[CH:30][CH:29]=1>>[CH3:42][N:39]1[CH2:38][CH2:37][N:36]([S:33]([C:31]2[S:32][C:28]([C:2]#[C:1][C:3]3[CH:4]=[N:5][N:6]4[C:11]([C:12]([F:14])([F:13])[F:15])=[CH:10][C:9]([C:16]5[CH:21]=[CH:20][C:19]([C:22]([F:25])([F:24])[F:23])=[CH:18][CH:17]=5)=[N:8][C:7]=34)=[CH:29][CH:30]=2)(=[O:35])=[O:34])[CH2:41][CH2:40]1 |f:1.2|. Procedure: The title compound was prepared from 3-ethynyl-7-trifluoromethyl-5-(4-trifluoromethyl-phenyl)-pyrazolo[1,5-a]pyrimidine (example C.1) (178 mg, 0.5 mmol) and 1-(5-chloro-thiophene-2-sulfonyl)-4-methyl-piperazine hydrochloride (example B.41) (159 mg, 0.5 mmol) according to general procedure II. Obtained as an orange solid (48 mg, 16%). MS (ISP) 600.2 [(M+H)+]; mp 250° C. Reactants: IC=1C(NC(N([C@H]2C[C@H](O)[C@@H](CO)O2)C1)=O)=O (IDU), IC=1C(NC(N([C@H]2C[C@H](O)[C@@H](CO)O2)C1)=O)=O (5-Iodo-2'-deoxyuridine), 1h, CO (MeOH), C1(=CC=CC=C1)C1(C2=CC=CC=C2OC=2C=CC=CC12)Cl (9-phenyl-9-chloroxanthen). Run in N1=CC=CC=C1 (pyridine), N1=CC=CC=C1 (pyridine). Run at time 0.5 hour. The product is IC=1C(NC(N([C@H]2C[C@H](O)[C@@H](COC3(C4=CC=CC=C4OC=4C=CC=CC34)C3=CC=CC=C3)O2)C1)=O)=O (5-Iodo-5'-O-(9-phenylxanthen-9-yl)-2'-deoxyuridine). The yield is 70.0%. RXN SMILES: [I:1][C:2]1[C:3](=[O:17])[NH:4][C:5](=[O:16])[N:6]([CH:15]=1)[C@@H:7]1[O:14][C@H:11]([CH2:12][OH:13])[C@@H:9]([OH:10])[CH2:8]1.[C:18]1([C:24]2(Cl)[C:37]3[CH:36]=[CH:35][CH:34]=[CH:33][C:32]=3[O:31][C:30]3[C:25]2=[CH:26][CH:27]=[CH:28][CH:29]=3)[CH:23]=[CH:22][CH:21]=[CH:20][CH:19]=1.CO>N1C=CC=CC=1>[I:1][C:2]1[C:3](=[O:17])[NH:4][C:5](=[O:16])[N:6]([CH:15]=1)[C@@H:7]1[O:14][C@H:11]([CH2:12][O:13][C:24]2([C:18]3[CH:19]=[CH:20][CH:21]=[CH:22][CH:23]=3)[C:37]3[CH:36]=[CH:35][CH:34]=[CH:33][C:32]=3[O:31][C:30]3[C:25]2=[CH:26][CH:27]=[CH:28][CH:29]=3)[C@@H:9]([OH:10])[CH2:8]1. Procedure: 5-Iodo-2'-deoxyuridine (IDU) (3.54 g, 10 mmol) was coevaporated with dry pyridine (3×20 mL). The IDU was redissolved in dry pyridine (15mL) and 9-phenyl-9-chloroxanthen (3.82 g, 13 mmol) was added to the stirring solution in two equal portions over 0.5 h. After 1h, MeOH (5 mL) was added and the solution stirred for a further 0.5 h. The solvent was then removed under vacuum, and the residue recrystallized from a 1% Et2N/ethyl acetate solution giving 7 as colourless crystals (4.27 g, 70%), mp 200-...